The task is: describe an organic reaction: reactants, conditions, products, and yield. This data is from the Open Reaction Database (ORD), a public repository of structured organic reaction records. Reactants: sodium 2-keto-L-gulonate, Cl (hydrogen chloride), [Na].C([C@@H]([C@H]([C@@H](C(=O)C(=O)[O-])O)O)O)O (sodium 2-keto-L-gulonate). Product: O=C1C(O)=C(O)[C@H](O1)[C@@H](O)CO (L-ascorbic acid), final product. Reaction SMILES: Cl.[Na].[CH2:3]([OH:15])[C@H:4]([OH:14])[C@@H:5](O)[C@H:6]([OH:12])[C:7]([C:9]([O-:11])=[O:10])=[O:8]>>[O:10]=[C:9]1[O:11][C@H:5]([C@H:4]([CH2:3][OH:15])[OH:14])[C:6]([OH:12])=[C:7]1[OH:8] |f:1.2,^1:1|. Procedure details: L-ascorbic acid is prepared from sodium 2-keto-L-gulonate by introducing gaseous hydrogen chloride in a molar ratio of about 1.5-2.0 to the sodium-2-keto-L-gulonate into a mixture composed of the sodium 2-keto-L-gulonate, ethanol and acetone at a ratio of 1:0.25-1.00:0.5-2.5 by weight at a temperature of about 25°-75° C. until precipitation of sodium chloride ends, removing the precipitated sodium chloride before L-ascorbic acid begins to crystalize out, maintaining the filtrate or supernatant a... Reactants: C(C)(C)N(CC)C(C)C (diisopropylmonoethylamine), [C]=O (carbon monoxide), C1(=CC=CC=C1)O (phenol), C(OC1=C(C=CC=C1)C1=CC=C(C=C1)C(C)(C)C1=CC=CC=C1)([O-])=O (p-cumylphenyl(phenyl) carbonate), poly[Pd(CO)Cl], C(C)(C)(C1=CC=CC=C1)C1=CC=C(C=C1)O (p-cumylphenol). The solvent is C(Cl)Cl (methylene chloride). Yields the product C(OC1=CC=C(C=C1)C(C)(C)C1=CC=CC=C1)(OC1=CC=C(C=C1)C(C)(C)C1=CC=CC=C1)=O (bis(p-cumylphenyl) carbonate), 0.14. Isolated yield 45.0%. RXN SMILES: [C:1]([C:10]1[CH:15]=[CH:14][C:13]([OH:16])=[CH:12][CH:11]=1)([C:4]1[CH:9]=[CH:8][CH:7]=[CH:6][CH:5]=1)([CH3:3])[CH3:2].[C:17]1(O)[CH:22]=[CH:21][CH:20]=[CH:19][CH:18]=1.[CH:24](N(C(C)C)CC)([CH3:26])[CH3:25].[C]=O.[C:35](=[O:59])([O-])[O:36][C:37]1[CH:42]=[CH:41][CH:40]=[CH:39][C:38]=1C1C=CC(C(C2C=CC=CC=2)(C)C)=CC=1>C(Cl)Cl>[C:35](=[O:59])([O:36][C:37]1[CH:38]=[CH:39][C:40]([C:24]([C:17]2[CH:22]=[CH:21][CH:20]=[CH:19][CH:18]=2)([CH3:26])[CH3:25])=[CH:41][CH:42]=1)[O:16][C:13]1[CH:14]=[CH:15][C:10]([C:1]([C:4]2[CH:9]=[CH:8][CH:7]=[CH:6][CH:5]=2)([CH3:3])[CH3:2])=[CH:11][CH:12]=1 |^3:32|. Reported procedure: 0.31 grams (1.8 mmol.) of poly[Pd(CO)Cl], 0.39 g. (1.82 mmol.) of p-cumylphenol, 0.17 g. (1.8 mmol.) of phenol, 6 ml. of methylene chloride, 0.47 g. (3.64 mmol.) of diisopropylmonoethylamine were saturated with carbon monoxide during 3-hour reaction period. Subsequent work-up and analysis showed the presence of 0.19 grams (45% yield) of bis(p-cumylphenyl) carbonate and 0.14 (45% yield) of p-cumylphenyl(phenyl) carbonate and a trace (estimated 2% yield) of diphenyl carbonate. Starting materials: ClC1=CC(=NC=2N1N=CC2)CC (7-Chloro-5-ethylpyrazolo[1,5-a]pyrimidine), NC1=CC=C(C=C1)C1=C(C=CC=C1)C#N (4-Amino-2'-cyanobiphenyl). Run in C(C)O (ethanol). Product: C(#N)C1=C(C=CC=C1)C1=CC=C(C=C1)NC1=CC(=NC=2N1N=CC2)CC (7-[(2'-Cyanobiphenyl-4-yl)amino]-5-ethylpyrazolo[1,5-a]pyrimidine). Reaction SMILES: Cl[C:2]1[N:7]2[N:8]=[CH:9][CH:10]=[C:6]2[N:5]=[C:4]([CH2:11][CH3:12])[CH:3]=1.[NH2:13][C:14]1[CH:19]=[CH:18][C:17]([C:20]2[CH:25]=[CH:24][CH:23]=[CH:22][C:21]=2[C:26]#[N:27])=[CH:16][CH:15]=1>C(O)C>[C:26]([C:21]1[CH:22]=[CH:23][CH:24]=[CH:25][C:20]=1[C:17]1[CH:16]=[CH:15][C:14]([NH:13][C:2]2[N:7]3[N:8]=[CH:9][CH:10]=[C:6]3[N:5]=[C:4]([CH2:11][CH3:12])[CH:3]=2)=[CH:19][CH:18]=1)#[N:27]. Procedure details: 1.4 g (7.7 mmol) of the chloride from Example 1, Step B and 1.5 g (7.7 mmol) 4-Amino-2'-cyanobiphenyl were heated in 30 ml dry ethanol for 5 h. After removal of the solvent in vacuo the nitrile was obtained in colorless crystals from ethanol, m.p. 247°-248° C. Reactants: N=C(N)NCCCCCCC(=O)NC(OCc1ccccc1)C(=O)NCCCCO, CC(=O)O, Cl, [Pd]. Product: Cl, N=C(N)NCCCCCCC(=O)NC(O)C(=O)NCCCCO. Reaction SMILES: [CH2:2]([c:3]1[cH:4][cH:5][cH:6][cH:7][cH:8]1)[O:9][CH:10]([C:11]([NH:12][CH2:13][CH2:14][CH2:15][CH2:16][OH:17])=[O:18])[NH:19][C:20]([CH2:21][CH2:22][CH2:23][CH2:24][CH2:25][CH2:26][NH:27][C:28](=[NH:29])[NH2:30])=[O:31].[CH3:32][C:33](=[O:34])[OH:35].[ClH:1].[Pd:36]>>[ClH:1].[OH:9][CH:10]([C:11]([NH:12][CH2:13][CH2:14][CH2:15][CH2:16][OH:17])=[O:18])[NH:19][C:20]([CH2:21][CH2:22][CH2:23][CH2:24][CH2:25][CH2:26][NH:27][C:28](=[NH:29])[NH2:30])=[O:31]. Reactants: BrB(Br)Br, CCc1ccc(Cc2ccccc2OC)cc1, ClCCl, O. The product is CCc1ccc(Cc2ccccc2O)cc1. RXN SMILES: [B:18]([Br:19])([Br:20])[Br:21].[CH2:1]([CH3:2])[c:3]1[cH:4][cH:5][c:6]([CH2:9][c:10]2[c:11]([O:16][CH3:17])[cH:12][cH:13][cH:14][cH:15]2)[cH:7][cH:8]1.[Cl:23][CH2:24][Cl:25].[OH2:22]>>[CH2:1]([CH3:2])[c:3]1[cH:4][cH:5][c:6]([CH2:9][c:10]2[c:11]([OH:16])[cH:12][cH:13][cH:14][cH:15]2)[cH:7][cH:8]1.